This data is from the Open Reaction Database (ORD), a public repository of structured organic reaction records. The task is: describe an organic reaction: reactants, conditions, products, and yield The reactants are C(#N)C(C#N)=C(SC)NCC1=CC(=CC=C1)OC (2-cyano-3-(3-methoxy-benzylamino)-3-methylmercapto-acrylonitrile), O.NN (hydrazine hydrate). The solvent is CO (methanol). Run at time 1 hour. Product: NC1=C(C(=NN1)NCC1=CC(=CC=C1)OC)C#N (5-Amino-4-cyano-3-(3-methoxy-benzylamino)-pyrazole). RXN SMILES: [C:1]([C:3](=[C:6]([NH:9][CH2:10][C:11]1[CH:16]=[CH:15][CH:14]=[C:13]([O:17][CH3:18])[CH:12]=1)SC)[C:4]#[N:5])#[N:2].O.[NH2:20][NH2:21]>CO>[NH2:2][C:1]1[NH:21][N:20]=[C:6]([NH:9][CH2:10][C:11]2[CH:16]=[CH:15][CH:14]=[C:13]([O:17][CH3:18])[CH:12]=2)[C:3]=1[C:4]#[N:5] |f:1.2|. Procedure details: A mixture of 25.57 g (98.6 mmol) of 2-cyano-3-(3-methoxy-benzylamino)-3-methylmercapto-acrylonitrile, 5.16 ml (104 mmol) of hydrazine hydrate and 140 ml of methanol is stirred at RT for 1 hour, heated under reflux for 2.5 hours and then concentrated by evaporation in vacuo. Recrystallization of the residue from ethanol/hexane yields the title compound; m.p. 151-153° C. Reactants: NC1=C(C(=O)NC2=C(C=C(C(=O)N(C3=C(C=C(C=C3)C)OCCCCCC(=O)N3CCN(CC3)C)C)C=C2)OC)C=CC=C1N (4-(2,3-diaminobenzoyl)amino-3-methoxy-N-methyl-N-[4-methyl-2-[5-(4-methylpiperazin-1-yl)carbonylpent-1-yloxy]phenyl]benzamide), C(OC)(OC)(OC)OC (tetramethyl orthocarbonate). Run in C(C)(=O)O (acetic acid). Run at time 3 day. Yields the product COC1=NC2=C(N1)C=CC=C2C(=O)NC2=C(C=C(C(=O)N(C1=C(C=C(C=C1)C)OCCCCCC(=O)N1CCN(CC1)C)C)C=C2)OC (4-(2-methoxy-1H-benzimidazol-4-yl)carbonylamino-3-methoxy-N-methyl-N-[4-methyl-2-[5-(4-methylpiperazin-1-yl)carbonylpent-1-yloxy]phenyl]benzamide). Isolated yield 80.3%. RXN SMILES: [NH2:1][C:2]1[C:44]([NH2:45])=[CH:43][CH:42]=[CH:41][C:3]=1[C:4]([NH:6][C:7]1[CH:38]=[CH:37][C:10]([C:11]([N:13]([CH3:36])[C:14]2[CH:19]=[CH:18][C:17]([CH3:20])=[CH:16][C:15]=2[O:21][CH2:22][CH2:23][CH2:24][CH2:25][CH2:26][C:27]([N:29]2[CH2:34][CH2:33][N:32]([CH3:35])[CH2:31][CH2:30]2)=[O:28])=[O:12])=[CH:9][C:8]=1[O:39][CH3:40])=[O:5].[C:46](OC)(OC)(OC)[O:47][CH3:48]>C(O)(=O)C>[CH3:46][O:47][C:48]1[NH:45][C:44]2[CH:43]=[CH:42][CH:41]=[C:3]([C:4]([NH:6][C:7]3[CH:38]=[CH:37][C:10]([C:11]([N:13]([CH3:36])[C:14]4[CH:19]=[CH:18][C:17]([CH3:20])=[CH:16][C:15]=4[O:21][CH2:22][CH2:23][CH2:24][CH2:25][CH2:26][C:27]([N:29]4[CH2:34][CH2:33][N:32]([CH3:35])[CH2:31][CH2:30]4)=[O:28])=[O:12])=[CH:9][C:8]=3[O:39][CH3:40])=[O:5])[C:2]=2[N:1]=1. Reported procedure: To a solution of 4-(2,3-diaminobenzoyl)amino-3-methoxy-N-methyl-N-[4-methyl-2-[5-(4-methylpiperazin-1-yl)carbonylpent-1-yloxy]phenyl]benzamide (200 mg) in acetic acid (1 ml) was added tetramethyl orthocarbonate (66 mg) at ambient temperature and the solution was allowed to stand at the same temperature for 3 days. After being concentrated in vacuo, the residue was diluted with chloroform and saturated sodium bicarbonate aqueous solution. The organic layer was separated and washed with water and ... Reactants: alkyl halide, [Br-].FC(C(=O)O[C@H]1C[N+]2(CCC1CC2)CC(=O)OC2=CC=CC=C2)(C2=CC=CC=C2)C2=CC=CC=C2 ((R)-3-(2-Fluoro-2,2-diphenyl-acetoxy)-1-phenoxycarbonylmethyl-1-azonia-bicyclo[2.2.2]-octane bromide), C1(=CC=CC=C1)OC(CBr)=O (bromo-acetic acid phenyl ester). Yields the product [Br-].FC(C(=O)O[C@H]1C[N+]2(CCC1CC2)CC#C)(C2=CC=CC=C2)C2=CC=CC=C2 ((R)-3-(2-Fluoro-2,2-diphenyl-acetoxy)-1-prop-2-ynyl-1-azonia-bicyclo[2.2.2]octane bromide), [Br-].C(C)(=O)OCC[N+]12C[C@@H](C(CC1)CC2)OC(C(C2=CC=CC=C2)(C2=CC=CC=C2)F)=O ((R)-1-(2-Acetoxy-ethyl)-3-(2-fluoro-2,2-diphenyl-acetoxy)-1-azonia-bicyclo[2.2.2]octane bromide). Reaction SMILES: [Br-:1].[F:2][C:3]([C:31]1[CH:36]=[CH:35][CH:34]=[CH:33][CH:32]=1)([C:25]1[CH:30]=[CH:29][CH:28]=[CH:27][CH:26]=1)[C:4]([O:6][C@@H:7]1[CH:12]2[CH2:13][CH2:14][N+:9]([CH2:15][C:16](OC3C=CC=CC=3)=[O:17])([CH2:10][CH2:11]2)[CH2:8]1)=[O:5].[C:37]1([O:43]C(=O)C[Br:46])C=CC=C[CH:38]=1>>[Br-:46].[F:2][C:3]([C:25]1[CH:26]=[CH:27][CH:28]=[CH:29][CH:30]=1)([C:31]1[CH:32]=[CH:33][CH:34]=[CH:35][CH:36]=1)[C:4]([O:6][C@@H:7]1[CH:12]2[CH2:13][CH2:14][N+:9]([CH2:15][C:16]#[CH:37])([CH2:10][CH2:11]2)[CH2:8]1)=[O:5].[Br-:1].[C:37]([O:17][CH2:16][CH2:15][N+:9]12[CH2:10][CH2:11][CH:12]([CH2:13][CH2:14]1)[C@@H:7]([O:6][C:4](=[O:5])[C:3]([F:2])([C:25]1[CH:26]=[CH:27][CH:28]=[CH:29][CH:30]=1)[C:31]1[CH:36]=[CH:35][CH:34]=[CH:33][CH:32]=1)[CH2:8]2)(=[O:43])[CH3:38] |f:0.1,3.4,5.6|. Procedure: These compounds, namely (R)-3-(2-Fluoro-2,2-diphenyl-acetoxy)-1-prop-2-ynyl-1-azonia-bicyclo[2.2.2]octane bromide and (R)-1-(2-Acetoxy-ethyl)-3-(2-fluoro-2,2-diphenyl-acetoxy)-1-azonia-bicyclo[2.2.2]octane bromide are prepared by an analogous method to (R)-3-(2-fluoro-2,2-diphenyl-acetoxy)-1-phenoxycarbonylmethyl-1-azonia-bicyclo[2.2.2]octane bromide (Example 109) by replacing bromo-acetic acid phenyl ester with the appropriate alkyl halide. Reactants: O=C(Cc1cc(F)ccc1F)N1CCNc2ncc(I)cc21, CC1(C)OB(c2ccc(C(=O)N3CCC(N4CCCC4)CC3)cc2)OC1(C)C. Product: O=C(c1ccc(-c2cnc3c(c2)N(C(=O)Cc2cc(F)ccc2F)CCN3)cc1)N1CCC(N2CCCC2)CC1. Reaction SMILES: [F:1][c:2]1[c:3]([CH2:9][C:10](=[O:11])[N:12]2[c:13]3[c:14]([n:18][cH:19][c:20]([I:22])[cH:21]3)[NH:15][CH2:16][CH2:17]2)[cH:4][c:5]([F:8])[cH:6][cH:7]1.[N:23]1([CH:28]2[CH2:29][CH2:30][N:31]([C:34](=[O:35])[c:36]3[cH:37][cH:38][c:39]([B:42]4[O:43][C:44]([CH3:45])([CH3:46])[C:47]([CH3:48])([CH3:49])[O:50]4)[cH:40][cH:41]3)[CH2:32][CH2:33]2)[CH2:24][CH2:25][CH2:26][CH2:27]1>>[F:1][c:2]1[c:3]([CH2:9][C:10](=[O:11])[N:12]2[c:13]3[c:14]([n:18][cH:19][c:20](-[c:39]4[cH:38][cH:37][c:36]([C:34]([N:31]5[CH2:30][CH2:29][CH:28]([N:23]6[CH2:24][CH2:25][CH2:26][CH2:27]6)[CH2:33][CH2:32]5)=[O:35])[cH:41][cH:40]4)[cH:21]3)[NH:15][CH2:16][CH2:17]2)[cH:4][c:5]([F:8])[cH:6][cH:7]1. Reactants: C1(CC1)N(C(C1=CC=C(C=C1)C1=CN=CO1)=O)C1CCNCC1 (N-cyclopropyl-4-oxazol-5-yl-N-piperidin-4-yl-benzamide), BrC=1C=CC(=NC1)F (5-bromo-2-fluoro-pyridine). The product is BrC=1C=CC(=NC1)N1CCC(CC1)N(C(C1=CC=C(C=C1)C1=CN=CO1)=O)C1CC1 (N-[1-(5-Bromo-pyridin-2-yl)-piperidin-4-yl]-N-cyclopropyl-4-oxazol-5-yl-benzamide). Reaction SMILES: [CH:1]1([N:4]([CH:18]2[CH2:23][CH2:22][NH:21][CH2:20][CH2:19]2)[C:5](=[O:17])[C:6]2[CH:11]=[CH:10][C:9]([C:12]3[O:16][CH:15]=[N:14][CH:13]=3)=[CH:8][CH:7]=2)[CH2:3][CH2:2]1.[Br:24][C:25]1[CH:26]=[CH:27][C:28](F)=[N:29][CH:30]=1>>[Br:24][C:25]1[CH:26]=[CH:27][C:28]([N:21]2[CH2:22][CH2:23][CH:18]([N:4]([CH:1]3[CH2:3][CH2:2]3)[C:5](=[O:17])[C:6]3[CH:7]=[CH:8][C:9]([C:12]4[O:16][CH:15]=[N:14][CH:13]=4)=[CH:10][CH:11]=3)[CH2:19][CH2:20]2)=[N:29][CH:30]=1. Reported procedure: The title compound is prepared from N-cyclopropyl-4-oxazol-5-yl-N-piperidin-4-yl-benzamide and 5-bromo-2-fluoro-pyridine following a procedure analogous to that described in Example 19. LC (method 10): tR=1.92 min; Mass spectrum (ESI+): m/z=467/469 (Br) [m+H]+.